Dataset: the Open Reaction Database (ORD), a public repository of structured organic reaction records. Task: describe an organic reaction: reactants, conditions, products, and yield Reported procedure: To a solution 5-chloro-3-{5-[2-(1-hydroxy-1-methyl-ethyl)-pyrimidin-4-yl]-2-methyl-phenyl}-6-(4-methoxy-benzyloxy)-2-methyl-3H-pyrimidin-4-one from Step I (661 mg, 1.31 mmol) in dichloromethane (5 mL) was added trifluoroacetic acid (1 mL). The solution was stirred at ambient temperature for one hour. Concentration in vacuo provided the title compound as a yellow solid (assume theoretical yield). MS (M+H): 387 Reaction SMILES: [Cl:1][C:2]1[C:3](=[O:36])[N:4]([C:19]2[CH:24]=[C:23]([C:25]3[CH:30]=[CH:29][N:28]=[C:27]([C:31]([OH:34])([CH3:33])[CH3:32])[N:26]=3)[CH:22]=[CH:21][C:20]=2[CH3:35])[C:5]([CH3:18])=[N:6][C:7]=1[O:8]CC1C=CC(OC)=CC=1.FC(F)(F)C(O)=O>ClCCl>[Cl:1][C:2]1[C:3](=[O:36])[N:4]([C:19]2[CH:24]=[C:23]([C:25]3[CH:30]=[CH:29][N:28]=[C:27]([C:31]([OH:34])([CH3:32])[CH3:33])[N:26]=3)[CH:22]=[CH:21][C:20]=2[CH3:35])[C:5]([CH3:18])=[N:6][C:7]=1[OH:8]. The product is ClC=1C(N(C(=NC1O)C)C1=C(C=CC(=C1)C1=NC(=NC=C1)C(C)(C)O)C)=O (5-Chloro-6-hydroxy-3-{5-[2-(1-hydroxy-1-methyl-ethyl)-pyrimidin-4-yl]-2-methyl-phenyl}-2-methyl-3H-pyrimidin-4-one). Run in ClCCl (dichloromethane). The reactants are ClC=1C(N(C(=NC1OCC1=CC=C(C=C1)OC)C)C1=C(C=CC(=C1)C1=NC(=NC=C1)C(C)(C)O)C)=O (5-chloro-3-{5-[2-(1-hydroxy-1-methyl-ethyl)-pyrimidin-4-yl]-2-methyl-phenyl}-6-(4-methoxy-benzyloxy)-2-methyl-3H-pyrimidin-4-one), FC(C(=O)O)(F)F (trifluoroacetic acid). Run at time 1 hour.